Dataset: the Open Reaction Database (ORD), a public repository of structured organic reaction records. Task: describe an organic reaction: reactants, conditions, products, and yield Starting materials: ClC1=C(C=NC2=CC(=C(C=C12)OC)OC)C#N (4-chloro-6,7-dimethoxy-quinolin-3-carbonitrile), NC1=C2C=CNC2=CC=C1 (4-aminoindole), Cl.N1=CC=CC=C1 (pyridine hydrochloride), C(C)OC(C)O (ethoxyethanol), C([O-])([O-])=O.[Na+].[Na+] (sodium carbonate), Cl (hydrochloric acid). Solvent: O (water). Product: N1C=CC2=C(C=CC=C12)NC1=C(C=NC2=CC(=C(C=C12)OC)OC)C#N (4-(1H-indol-4-ylamino)-6,7-dimethoxy-quinoline-3-carbonitrile). The yield is 72.4%. Reaction SMILES: Cl[C:2]1[C:11]2[C:6](=[CH:7][C:8]([O:14][CH3:15])=[C:9]([O:12][CH3:13])[CH:10]=2)[N:5]=[CH:4][C:3]=1[C:16]#[N:17].[NH2:18][C:19]1[CH:27]=[CH:26][CH:25]=[C:24]2[C:20]=1[CH:21]=[CH:22][NH:23]2.Cl.N1C=CC=CC=1.C(OC(O)C)C.C(=O)([O-])[O-].[Na+].[Na+].Cl>O>[NH:23]1[C:24]2[C:20](=[C:19]([NH:18][C:2]3[C:11]4[C:6](=[CH:7][C:8]([O:14][CH3:15])=[C:9]([O:12][CH3:13])[CH:10]=4)[N:5]=[CH:4][C:3]=3[C:16]#[N:17])[CH:27]=[CH:26][CH:25]=2)[CH:21]=[CH:22]1 |f:2.3,5.6.7|. Reported procedure: A mixture of 0.249 g of 4-chloro-6,7-dimethoxy-quinolin-3-carbonitrile, 0.132 g of 4-aminoindole, 0.020 g of pyridine hydrochloride, and 10 ml of ethoxyethanol was stirred under nitrogen, at reflux temperature for 2 hours. The mixture was cooled and added to 40 ml of water. To this mixture was added sodium carbonate and concentrated hydrochloric acid to adjust pH to 7. The product was collected, washed with water, and dried to give 0.249 g of 4-(1H-indol-4-ylamino)-6,7-dimethoxy-quinoline-3-carb...